describe an organic reaction: reactants, conditions, products, and yield From a dataset of the Open Reaction Database (ORD), a public repository of structured organic reaction records. Reactants: CCO, CC(C)N1CC(F)(F)C(=O)N(C)c2cnc(Cl)nc21, Cl, COc1cc(C(=O)O)ccc1N, O. Yields the product COc1cc(C(=O)O)ccc1Nc1ncc2c(n1)N(C(C)C)CC(F)(F)C(=O)N2C. Reaction SMILES: [CH2:34]([OH:35])[CH3:36].[Cl:1][c:2]1[n:3][cH:4][c:5]2[c:6]([n:19]1)[N:7]([CH:16]([CH3:17])[CH3:18])[CH2:8][C:9]([F:14])([F:15])[C:10](=[O:13])[N:11]2[CH3:12].[ClH:32].[NH2:20][c:21]1[c:22]([O:30][CH3:31])[cH:23][c:24]([C:25](=[O:26])[OH:27])[cH:28][cH:29]1.[OH2:33]>>[c:2]1([NH:20][c:21]2[c:22]([O:30][CH3:31])[cH:23][c:24]([C:25](=[O:26])[OH:27])[cH:28][cH:29]2)[n:3][cH:4][c:5]2[c:6]([n:19]1)[N:7]([CH:16]([CH3:17])[CH3:18])[CH2:8][C:9]([F:14])([F:15])[C:10](=[O:13])[N:11]2[CH3:12]. Reaction conditions: time 30 minute. Reaction SMILES: Br[C:2]1[CH:7]=[C:6]([CH2:8][O:9][C:10]([C:23]2[CH:28]=[CH:27][CH:26]=[CH:25][CH:24]=2)([C:17]2[CH:22]=[CH:21][CH:20]=[CH:19][CH:18]=2)[C:11]2[CH:16]=[CH:15][CH:14]=[CH:13][CH:12]=2)[CH:5]=[CH:4][C:3]=1[CH2:29][O:30][C:31]([C:44]1[CH:49]=[CH:48][CH:47]=[CH:46][CH:45]=1)([C:38]1[CH:43]=[CH:42][CH:41]=[CH:40][CH:39]=1)[C:32]1[CH:37]=[CH:36][CH:35]=[CH:34][CH:33]=1.C1CCCCC1.C([Li])(CC)C.[CH2:61]([O:68][CH:69]1[CH:74]([O:75][CH2:76][C:77]2[CH:82]=[CH:81][CH:80]=[CH:79][CH:78]=2)[CH:73]([O:83][CH2:84][C:85]2[CH:90]=[CH:89][CH:88]=[CH:87][CH:86]=2)[CH:72]([CH2:91][O:92][CH2:93][C:94]2[CH:99]=[CH:98][CH:97]=[CH:96][CH:95]=2)[O:71][C:70]1=[O:100])[C:62]1[CH:67]=[CH:66][CH:65]=[CH:64][CH:63]=1>C1(C)C=CC=CC=1.O>[CH2:61]([O:68][CH:69]1[CH:74]([O:75][CH2:76][C:77]2[CH:82]=[CH:81][CH:80]=[CH:79][CH:78]=2)[CH:73]([O:83][CH2:84][C:85]2[CH:86]=[CH:87][CH:88]=[CH:89][CH:90]=2)[CH:72]([CH2:91][O:92][CH2:93][C:94]2[CH:95]=[CH:96][CH:97]=[CH:98][CH:99]=2)[O:71][C:70]1([C:2]1[CH:7]=[C:6]([CH2:8][O:9][C:10]([C:11]2[CH:16]=[CH:15][CH:14]=[CH:13][CH:12]=2)([C:23]2[CH:24]=[CH:25][CH:26]=[CH:27][CH:28]=2)[C:17]2[CH:22]=[CH:21][CH:20]=[CH:19][CH:18]=2)[CH:5]=[CH:4][C:3]=1[CH2:29][O:30][C:31]([C:32]1[CH:33]=[CH:34][CH:35]=[CH:36][CH:37]=1)([C:38]1[CH:39]=[CH:40][CH:41]=[CH:42][CH:43]=1)[C:44]1[CH:49]=[CH:48][CH:47]=[CH:46][CH:45]=1)[OH:100])[C:62]1[CH:67]=[CH:66][CH:65]=[CH:64][CH:63]=1. Yields the product C(C1=CC=CC=C1)OC1C(OC(C(C1OCC1=CC=CC=C1)OCC1=CC=CC=C1)COCC1=CC=CC=C1)(O)C1=C(C=CC(=C1)COC(C1=CC=CC=C1)(C1=CC=CC=C1)C1=CC=CC=C1)COC(C1=CC=CC=C1)(C1=CC=CC=C1)C1=CC=CC=C1 (3,4,5-tris-benzyloxy-6-benzyloxymethyl-2-(2,5-bis(trityloxymethyl)phenyl)tetrahydropyran-2-ol). Yield: 80.1%. Starting materials: C(C1=CC=CC=C1)OC1C(OC(C(C1OCC1=CC=CC=C1)OCC1=CC=CC=C1)COCC1=CC=CC=C1)=O (3,4,5-trisbenzyloxy-6-(benzyloxymethyl)tetrahydropyran-2-one), BrC1=C(C=CC(=C1)COC(C1=CC=CC=C1)(C1=CC=CC=C1)C1=CC=CC=C1)COC(C1=CC=CC=C1)(C1=CC=CC=C1)C1=CC=CC=C1 (2-bromo-1,4-bis(trityloxymethyl)benzene), C1CCCCC1 (cyclohexane), C(C)(CC)[Li] (sec-butyllithium). Solvent: C1(=CC=CC=C1)C (toluene), C1(=CC=CC=C1)C (toluene), O (water). Procedure details: Under a nitrogen stream, to a solution of 2-bromo-1,4-bis(trityloxymethyl)benzene (255.3 mg, 0.36 mmol) in toluene (1.5 ml), a cyclohexane solution of sec-butyllithium (0.99 M, 367 μl, 0.36 mmol) was added dropwise at room temperature and the solution was stirred for 30 minutes. This solution was added dropwise at −78° C. to a solution of 3,4,5-trisbenzyloxy-6-(benzyloxymethyl)tetrahydropyran-2-one (140 mg, 0.26 mmol) in toluene (1.5 ml) and the mixture was stirred at the same temperature for 30...